Dataset: the Open Reaction Database (ORD), a public repository of structured organic reaction records. Task: describe an organic reaction: reactants, conditions, products, and yield The reactants are C(C)(C)(C)OC(=O)N1CCC2=C(CC1)C(=C(C=C2)Cl)O (3-tert-butoxycarbonyl-7-chloro-6-hydroxy-2,3,4,5-tetrahydro-1H-benzo[d]azepine), C([O-])([O-])=O.[K+].[K+] (potassium carbonate), C(#N)C1=CC=C(CBr)C=C1 (4-cyanobenzyl bromide). Run in CS(=O)C (DMSO). Yields the product C(C)(C)(C)OC(=O)N1CCC2=C(CC1)C(=C(C=C2)Cl)OCC2=CC=C(C=C2)C#N (3-tert-butoxycarbonyl-7-chloro-6-(4-cyanobenzyloxy)-2,3,4,5-tetrahydro-1H-benzo[d]azepine). RXN SMILES: [C:1]([O:5][C:6]([N:8]1[CH2:14][CH2:13][C:12]2[C:15]([OH:20])=[C:16]([Cl:19])[CH:17]=[CH:18][C:11]=2[CH2:10][CH2:9]1)=[O:7])([CH3:4])([CH3:3])[CH3:2].C(=O)([O-])[O-].[K+].[K+].[C:27]([C:29]1[CH:36]=[CH:35][C:32]([CH2:33]Br)=[CH:31][CH:30]=1)#[N:28]>CS(C)=O>[C:1]([O:5][C:6]([N:8]1[CH2:14][CH2:13][C:12]2[C:15]([O:20][CH2:33][C:32]3[CH:35]=[CH:36][C:29]([C:27]#[N:28])=[CH:30][CH:31]=3)=[C:16]([Cl:19])[CH:17]=[CH:18][C:11]=2[CH2:10][CH2:9]1)=[O:7])([CH3:4])([CH3:2])[CH3:3] |f:1.2.3|. Reported procedure: Combine 3-tert-butoxycarbonyl-7-chloro-6-hydroxy-2,3,4,5-tetrahydro-1H-benzo[d]azepine (200 mg, 0.67 mmol), potassium carbonate (111 mg, 0.8 mmol), and 4-cyanobenzyl bromide (263 mg, 1.34 mmol) in DMSO (5 mL) and heat the stirred mixture to 100° C. for 24 h. Cool to ambient temperature and partition the mixture between water and EtOAc/hexane (1:1). Wash the organic layer with brine and dry over Na2SO4, filter and concentrate in vacuo. Purify by chromatography on silica gel eluting with hexane/Et... Reactants: ClC=1C=C(C=CC1)C=1OC(=C(N1)CN1C(=C(C2=CC(=CC=C12)C(C(F)(F)F)(C(F)(F)F)O)CO)C)C (2-{1-[2-(3-chloro-phenyl)-5-methyl-oxazol-4-ylmethyl]-3-hydroxymethyl-2-methyl-1H-indol-5-yl}-1,1,1,3,3,3-hexafluoro-propan-2-ol). The reagents and catalysts are [Pd] (Pd/C). Run in CO (MeOH). Reaction conditions: time 8 hour. The product is CC=1N(C2=CC=C(C=C2C1C)C(C(F)(F)F)(C(F)(F)F)O)CC=1N=C(OC1C)C1=CC=CC=C1 (2-[2,3-dimethyl-1-(5-methyl-2-phenyl-oxazol-4-ylmethyl)-1H-indol-5-yl]-1,1,1,3,3,3-hexafluoro-propan-2-ol). As a reaction SMILES: Cl[C:2]1[CH:3]=[C:4]([C:8]2[O:9][C:10]([CH3:36])=[C:11]([CH2:13][N:14]3[C:22]4[C:17](=[CH:18][C:19]([C:23]([OH:32])([C:28]([F:31])([F:30])[F:29])[C:24]([F:27])([F:26])[F:25])=[CH:20][CH:21]=4)[C:16]([CH2:33]O)=[C:15]3[CH3:35])[N:12]=2)[CH:5]=[CH:6][CH:7]=1>CO.[Pd]>[CH3:35][C:15]1[N:14]([CH2:13][C:11]2[N:12]=[C:8]([C:4]3[CH:5]=[CH:6][CH:7]=[CH:2][CH:3]=3)[O:9][C:10]=2[CH3:36])[C:22]2[C:17]([C:16]=1[CH3:33])=[CH:18][C:19]([C:23]([OH:32])([C:28]([F:29])([F:30])[F:31])[C:24]([F:27])([F:26])[F:25])=[CH:20][CH:21]=2. Procedure: A solution of 25 mg of 2-{1-[2-(3-chloro-phenyl)-5-methyl-oxazol-4-ylmethyl]-3-hydroxymethyl-2-methyl-1H-indol-5-yl}-1,1,1,3,3,3-hexafluoro-propan-2-ol in 1 mL of MeOH was treated with Pd/C (10% Pd) and stirred under H2 at atmospheric pressure for 8 hrs. Filtration and evaporation of the solvent yielded 2-[2,3-dimethyl-1-(5-methyl-2-phenyl-oxazol-4-ylmethyl)-1H-indol-5-yl]-1,1,1,3,3,3-hexafluoro-propan-2-ol, light brown solid, 483 (MH+). Reactants: C=C(CN(C)C)C1(O)CCCc2cc(OC)ncc21, O=P(Cl)(Cl)Cl, c1ccncc1. Yields the product C=C(CN(C)C)C1=CCCc2cc(OC)ncc21. As a reaction SMILES: [CH3:1][N:2]([CH2:3][C:4](=[CH2:5])[C:6]1([OH:18])[CH2:7][CH2:8][CH2:9][c:10]2[cH:11][c:12]([O:16][CH3:17])[n:13][cH:14][c:15]21)[CH3:19].[P:20]([Cl:21])([Cl:22])([Cl:23])=[O:24].[cH:25]1[cH:26][cH:27][n:28][cH:29][cH:30]1>>[CH3:1][N:2]([CH2:3][C:4](=[CH2:5])[C:6]1=[CH:7][CH2:8][CH2:9][c:10]2[cH:11][c:12]([O:16][CH3:17])[n:13][cH:14][c:15]21)[CH3:19].